This data is from the Open Reaction Database (ORD), a public repository of structured organic reaction records. The task is: describe an organic reaction: reactants, conditions, products, and yield Reactants: ClC1=NC2=CC=C(C3=C2N1C(CO3)C3=CC=CC=C3)C=3C(=NOC3C)C (2-chloro-7-(3,5-dimethylisoxazol-4-yl)-4-phenyl-4,5-dihydroimidazo[1,5,4-de][1,4]benzoxazine), C1(=CC=CC=C1)B(O)O (phenylboronic acid), C(Cl)Cl (DCM), C([O-])([O-])=O.[K+].[K+] (potassium carbonate). The reagents and catalysts are C1=CC=C(C=C1)P([C-]2C=CC=C2)C3=CC=CC=C3.C1=CC=C(C=C1)P([C-]2C=CC=C2)C3=CC=CC=C3.Cl[Pd]Cl.[Fe+2] ([1,1′-bis(diphenylphosphino)ferrocene]dichloropalladium(II)). Run in CO (MeOH), O1CCOCC1 (1,4-dioxane), O (water). Conditions: temperature 80 celsius. The product is CC1=NOC(=C1C1=CC=C2C=3N(C(COC31)C3=CC=CC=C3)C(=N2)C2=CC=CC=C2)C (7-(3,5-Dimethylisoxazol-4-yl)-2,4-diphenyl-4,5-dihydroimidazo[1,5,4-de][1,4]benzoxazine). Reaction SMILES: Cl[C:2]1[N:10]2[CH:11]([C:14]3[CH:19]=[CH:18][CH:17]=[CH:16][CH:15]=3)[CH2:12][O:13][C:8]3=[C:9]2[C:4](=[CH:5][CH:6]=[C:7]3[C:20]2[C:21]([CH3:26])=[N:22][O:23][C:24]=2[CH3:25])[N:3]=1.[C:27]1(B(O)O)[CH:32]=[CH:31][CH:30]=[CH:29][CH:28]=1.C(Cl)Cl.C(=O)([O-])[O-].[K+].[K+]>O1CCOCC1.CO.C1C=CC(P(C2C=CC=CC=2)[C-]2C=CC=C2)=CC=1.C1C=CC(P(C2C=CC=CC=2)[C-]2C=CC=C2)=CC=1.Cl[Pd]Cl.[Fe+2].O>[CH3:26][C:21]1[C:20]([C:7]2[C:8]3[O:13][CH2:12][CH:11]([C:14]4[CH:19]=[CH:18][CH:17]=[CH:16][CH:15]=4)[N:10]4[C:2]([C:27]5[CH:32]=[CH:31][CH:30]=[CH:29][CH:28]=5)=[N:3][C:4]([C:9]=34)=[CH:5][CH:6]=2)=[C:24]([CH3:25])[O:23][N:22]=1 |f:3.4.5,8.9.10.11|. Procedure details: A mixture of 2-chloro-7-(3,5-dimethylisoxazol-4-yl)-4-phenyl-4,5-dihydroimidazo[1,5,4-de][1,4]benzoxazine (14 mg, 0.039 mmol), phenylboronic acid (5.6 mg, 0.046 mmol), [1,1′-bis(diphenylphosphino)ferrocene]dichloropalladium(II), complex with DCM (1:1) (2 mg, 0.002 mmol) and potassium carbonate (16 mg, 0.12 mmol) in 1,4-dioxane (0.2 mL), and water (0.1 mL). The resulting mixture was heated at 80° C. for 3 h. The reaction mixture was diluted with MeOH and purified on Preparative LCMS using pH 10 b... Starting materials: ClC1=NC(=CC(=N1)C(=O)O)C (2-chloro-6-methylpyrimidine-4-carboxylic acid), CCN(C(C)C)C(C)C (Hünig's base), C(C)O (ethanol). Yields the product C(C)OC1=NC(=CC(=N1)C(=O)O)C (2-ethoxy-6-methyl-pyrimidine-4-carboxylic acid). Reaction SMILES: Cl[C:2]1[N:7]=[C:6]([C:8]([OH:10])=[O:9])[CH:5]=[C:4]([CH3:11])[N:3]=1.CCN(C(C)C)C(C)C.[CH2:21]([OH:23])[CH3:22]>>[CH2:21]([O:23][C:2]1[N:7]=[C:6]([C:8]([OH:10])=[O:9])[CH:5]=[C:4]([CH3:11])[N:3]=1)[CH3:22]. Procedure: A solution of 2-chloro-6-methylpyrimidine-4-carboxylic acid (265 mg, 1.54 mmol) and Hünig's base (0.8 mL) in ethanol (1.79 mL) is stirred at 70° C. for 24 h. Ethanol is evaporated and the aq. phase is acidified with 25% aq. HCl at 0° C., concentrated and purified by prep. HPLC (X-Bridge) to give 2-ethoxy-6-methyl-pyrimidine-4-carboxylic acid (201 mg) as a yellow solid; LC-MS: tR=0.63 min, [M+H]+=183.04. Starting materials: CCOC(=O)C(Br)CC1(C)CC1, Sc1ccc(Br)cc1, [H-], [Na+], CN(C)C=O. Yields the product CCOC(=O)C(CC1(C)CC1)Sc1ccc(Br)cc1. RXN SMILES: [Br:11][CH:12]([C:13](=[O:14])[O:15][CH2:16][CH3:17])[CH2:18][C:19]1([CH3:22])[CH2:20][CH2:21]1.[Br:1][c:2]1[cH:3][cH:4][c:5]([SH:8])[cH:6][cH:7]1.[H-:9].[Na+:10].[O:23]=[CH:24][N:25]([CH3:26])[CH3:27]>>[Br:1][c:2]1[cH:3][cH:4][c:5]([S:8][CH:12]([C:13](=[O:14])[O:15][CH2:16][CH3:17])[CH2:18][C:19]2([CH3:22])[CH2:20][CH2:21]2)[cH:6][cH:7]1. Starting materials: C(C1=CC=CC=C1)Br (Benzyl bromide), C(=O)([O-])[O-].[Cs+].[Cs+] (Cs2CO3), C(C)(C)(C)OC(=O)C1=CC2=C(CC(O2)CO)C(=C1)O (4-hydroxy-2-hydroxymethyl-2,3-dihydro-benzofuran-6-carboxylic acid tert-butyl ester). The solvent is CN(C)C=O (DMF). Reaction conditions: time 8 hour. Yields the product C(C)(C)(C)OC(=O)C1=CC2=C(CC(O2)CO)C(=C1)OCC1=CC=CC=C1 (4-Benzyloxy-2-hydroxymethyl-2,3-dihydro-benzofuran-6-carboxylic acid tert-butyl ester). The yield is 82.9%. As a reaction SMILES: [CH2:1](Br)[C:2]1[CH:7]=[CH:6][CH:5]=[CH:4][CH:3]=1.C([O-])([O-])=O.[Cs+].[Cs+].[C:15]([O:19][C:20]([C:22]1[CH:32]=[C:31]([OH:33])[C:25]2[CH2:26][CH:27]([CH2:29][OH:30])[O:28][C:24]=2[CH:23]=1)=[O:21])([CH3:18])([CH3:17])[CH3:16]>CN(C=O)C>[C:15]([O:19][C:20]([C:22]1[CH:32]=[C:31]([O:33][CH2:1][C:2]2[CH:7]=[CH:6][CH:5]=[CH:4][CH:3]=2)[C:25]2[CH2:26][CH:27]([CH2:29][OH:30])[O:28][C:24]=2[CH:23]=1)=[O:21])([CH3:18])([CH3:16])[CH3:17] |f:1.2.3|. Procedure: Benzyl bromide (1.8 mL, 15.2 mmol) and Cs2CO3 (4.89 g, 15.0 mmol) were added to a solution of 4-hydroxy-2-hydroxymethyl-2,3-dihydro-benzofuran-6-carboxylic acid tert-butyl ester (200f) (4.0 g, 15.0 mmol) in DMF (10 mL). The reaction mixture was stirred at room temperature overnight. The mixture was quenched with H2O (60 mL) and extracted EtOAc (2×60 mL). The organic layers were washed with H2O (2×100 mL), dried over MgSO4 and concentrated. The residue was purified by flash column chromatograph e... Product: COC=1C=C(C=CC1)C1C(CCCCC1)=O ((3-methoxy-phenyl)-cycloheptanone). Reported procedure: To a freshly prepared Grignard solution of 5.83 g of magnesium shavings and 28.7 ml of 1-bromo-3-methoxybenzene in 675 ml of anhydrous diethylether at 20° C., with stirring, were added first 20.95 g of copper(I) iodide, then dropwise a solution of 15.2 g of cyclohept-2-enone (80%) in 175 ml of anhydrous diethylether. After complete addition, the mixture was heated for 45 min under reflux. Then the product was decomposed by the dropwise addition of 85 ml of a saturated ammonium chloride solution.... Reactants: C1(C=CCCCC1)=O (cyclohept-2-enone), [Cl-].[NH4+] (ammonium chloride), [Mg] (magnesium), BrC1=CC(=CC=C1)OC (1-bromo-3-methoxybenzene). The reagents and catalysts are [Cu]I (copper(I) iodide). As a reaction SMILES: [Mg].Br[C:3]1[CH:8]=[CH:7][CH:6]=[C:5]([O:9][CH3:10])[CH:4]=1.[C:11]1(=[O:18])[CH2:17][CH2:16][CH2:15][CH2:14][CH:13]=[CH:12]1.[Cl-].[NH4+]>C(OCC)C.O.[Cu]I>[CH3:10][O:9][C:5]1[CH:4]=[C:3]([CH:12]2[CH2:13][CH2:14][CH2:15][CH2:16][CH2:17][C:11]2=[O:18])[CH:8]=[CH:7][CH:6]=1 |f:3.4|. The solvent is O (water), C(C)OCC (diethylether), C(C)OCC (diethylether). Reactants: O (Water), [OH-].[Na+] (NaOH), C(C=O)(=O)O (Glyoxylic acid), C1(=CC=CC=C1)[C@@H](C)NCCC=C ((R)—N-(1-phenylethyl)but-3-en-1-amine). The solvent is [Cl-].[Na+].O (brine), O1CCCC1 (tetrahydrofuran). Reaction conditions: temperature 60 celsius. Yields the product C1(=CC=CC=C1)[C@@H](C)N1[C@@H]2C(O[C@H](CC1)C2)=O ((1S,5R)-2-[(1R)-1-Phenylethyl]-6-oxa-2-azabicyclo[3.2.1]octan-7-one). As a reaction SMILES: [C:1]([OH:5])(=[O:4])[CH:2]=O.[C:6]1([C@H:12]([NH:14][CH2:15][CH2:16][CH:17]=[CH2:18])[CH3:13])[CH:11]=[CH:10][CH:9]=[CH:8][CH:7]=1.O.[OH-].[Na+]>O1CCCC1.[Cl-].[Na+].O>[C:6]1([C@H:12]([N:14]2[CH2:15][CH2:16][C@@H:17]3[CH2:18][C@H:2]2[C:1](=[O:4])[O:5]3)[CH3:13])[CH:11]=[CH:10][CH:9]=[CH:8][CH:7]=1 |f:3.4,6.7.8|. Procedure: Glyoxylic acid (7.43 mL) was added dropwise to a solution of (R)—N-(1-phenylethyl)but-3-en-1-amine (7.80 g) in tetrahydrofuran (30 mL) at 60° C. over a period of 1.5 h. The reaction was heated at 60° C. for a further 7 h. Water (30 mL) and brine (30 mL) were added and the pH adjusted with 2M NaOH solution to pH 9. The aqueous was extracted with ethyl acetate (3×50 mL), the organics combined, washed with saturated aqueous NaHCO3 solution, water, brine, dried (MgSO4), filtered and evaporated to af... Reactants: CCO, CCOC(=O)c1ncn2c1C1CCN1C(=O)c1c(Cl)cccc1-2, Cl, [Na+], [OH-], O. The product is O=C(O)c1ncn2c1C1CCN1C(=O)c1c(Cl)cccc1-2. Reaction SMILES: [CH3:28][CH2:29][OH:30].[Cl:1][c:2]1[cH:3][cH:4][cH:5][c:6]2[c:7]1[C:8](=[O:23])[N:9]1[CH:10]([c:11]3[n:12]-2[cH:13][n:14][c:15]3[C:16](=[O:17])[O:18][CH2:19][CH3:20])[CH2:21][CH2:22]1.[ClH:27].[Na+:25].[OH-:24].[OH2:26]>>[Cl:1][c:2]1[cH:3][cH:4][cH:5][c:6]2[c:7]1[C:8](=[O:23])[N:9]1[CH:10]([c:11]3[n:12]-2[cH:13][n:14][c:15]3[C:16](=[O:17])[OH:18])[CH2:21][CH2:22]1. Starting materials: N([C@@H](C(C)C)C(=O)O)C(=O)OC(C)(C)C (Boc-Val-OH), C1(=CC=C(C=C1)S(=O)(=O)O)C.C(C1=CC=CC=C1)OC([C@@H](N)C(C)C)=O (valine benzyl ester p-toluenesulfonate). Product: C(C1=CC=CC=C1)OC([C@@H](NC([C@@H](NC(=O)OC(C)(C)C)C(C)C)=O)C(C)C)=O (N-Boc-valinyl-valine benzyl ester). RXN SMILES: [NH:1]([C:9]([O:11][C:12]([CH3:15])([CH3:14])[CH3:13])=[O:10])[C@H:2]([C:6]([OH:8])=O)[CH:3]([CH3:5])[CH3:4].C1(C)C=CC(S(O)(=O)=O)=CC=1.[CH2:27]([O:34][C:35](=[O:41])[C@H:36]([CH:38]([CH3:40])[CH3:39])[NH2:37])[C:28]1[CH:33]=[CH:32][CH:31]=[CH:30][CH:29]=1>>[CH2:27]([O:34][C:35](=[O:41])[C@H:36]([CH:38]([CH3:39])[CH3:40])[NH:37][C:6](=[O:8])[C@H:2]([CH:3]([CH3:4])[CH3:5])[NH:1][C:9]([O:11][C:12]([CH3:15])([CH3:14])[CH3:13])=[O:10])[C:28]1[CH:33]=[CH:32][CH:31]=[CH:30][CH:29]=1 |f:1.2|. Reported procedure: Boc-Val-OH (2.86 g, 13.2 mmol) was coupled to valine benzyl ester p-toluenesulfonate (5.0 g, 13.2 mmol) using the procedure of Example 55 to give 5.41g, (100%) of the desired product (RF 0.15; 20% ethyl acetate in hexane) as a colorless gum. Mass spectrum M+H)+ =407.